The task is: describe an organic reaction: reactants, conditions, products, and yield. This data is from the Open Reaction Database (ORD), a public repository of structured organic reaction records. Reported procedure: To 10.1 g (0.1 mol) of 2-pyrrolidinemethanol and 13.8 g (0.1 mol) of potassium carbonate in 200 mL of acetonitrile add 13.7 g (0.1 mol) of butyl bromide. Heat the reaction mixture at reflux with stirring under a nitrogen atmosphere. Follow the progress of the reaction by thin-layer chromatography on silica gel. At the completion of the reaction remove the solvent in vacuo then dissolve the residue in water. Make the aqueous mixture acidic (pH=1) with concentrated hydrochloric acid. Extract the a... Yields the product C(CCC)N1C(CCC1)CO (1-Butyl-2-pyrrolidinemethanol). As a reaction SMILES: [NH:1]1[CH2:5][CH2:4][CH2:3][CH:2]1[CH2:6][OH:7].C(=O)([O-])[O-].[K+].[K+].[CH2:14](Br)[CH2:15][CH2:16][CH3:17]>C(#N)C>[CH2:14]([N:1]1[CH2:5][CH2:4][CH2:3][CH:2]1[CH2:6][OH:7])[CH2:15][CH2:16][CH3:17] |f:1.2.3|. Starting materials: N1C(CCC1)CO (2-pyrrolidinemethanol), C([O-])([O-])=O.[K+].[K+] (potassium carbonate), C(CCC)Br (butyl bromide). Run in C(C)#N (acetonitrile). Reactants: C(C)(=O)C1=CC=C(C=C1)N1C[C@H](CC1)N[C@H](C)C1=CC=CC2=CC=CC=C12 ((S)-1-(4-acetylphenyl)pyrrolidin-3-yl-[(R)-1-(naphthalen-1-yl)ethyl]amine), C([O-])([O-])=O.[K+].[K+] (potassium carbonate), C(C)(C)(C)OC(=O)N[C@@H]1CNCC1 ((S)-(−)-3-(tert-butoxycarbonylamino)pyrrolidine), FC1=CC=C(C=C1)S(=O)(=O)N(C)C (4-fluoro-N,N-dimethyl-benzenesulfonamide). The solvent is C(C)(=O)OCC (ethyl acetate), O (water), CS(=O)C (DMSO). Conditions: temperature 130 celsius, time 1 day. The product is CN(S(=O)(=O)C1=CC=C(C=C1)N1C[C@H](CC1)NC(OC(C)(C)C)=O)C (tert-butyl [(S)-1-(4-dimethylsulfamoylphenyl)-pyrrolidin-3-yl]carbamate). Isolated yield 16.9%. Reaction SMILES: C(C1C=CC(N2CC[C@H](N[C@@H](C3C4C(=CC=CC=4)C=CC=3)C)C2)=CC=1)(=O)C.[C:28]([O:32][C:33]([NH:35][C@H:36]1[CH2:40][CH2:39][NH:38][CH2:37]1)=[O:34])([CH3:31])([CH3:30])[CH3:29].F[C:42]1[CH:47]=[CH:46][C:45]([S:48]([N:51]([CH3:53])[CH3:52])(=[O:50])=[O:49])=[CH:44][CH:43]=1.C(=O)([O-])[O-].[K+].[K+]>CS(C)=O.C(OCC)(=O)C.O>[CH3:52][N:51]([CH3:53])[S:48]([C:45]1[CH:44]=[CH:43][C:42]([N:38]2[CH2:39][CH2:40][C@H:36]([NH:35][C:33](=[O:34])[O:32][C:28]([CH3:31])([CH3:29])[CH3:30])[CH2:37]2)=[CH:47][CH:46]=1)(=[O:49])=[O:50] |f:3.4.5|. Procedure details: A solution of 50 g of 4-fluorobenzenesulfonyl chloride in 250 ml of THF was cooled to 0° C., and then, 100 ml of an aqueous 50% dimethylamine solution was added dropwise thereto, and the mixture was stirred at room temperature for 1 day. To the reaction mixture were added water and ethyl acetate, the mixture was stirred and then the liquids were separated. The organic layer was washed with a saturated aqueous sodium bicarbonate solution and dried, the solvent was evaporated, and disopropyl ether... Conditions: temperature 90 celsius, time 30 minute. The product is CC1(CC=C(CC1)C1=C(C=C(C=C1)OC)N)C (2-(4,4-Dimethylcyclohex-1-enyl)-5-methoxyphenylamine). The reagents and catalysts are [Fe] (iron). Solvent: [Cl-].[Na+].O (brine), C(C)O (ethanol). Yield: 108.1%. The reactants are CC1(CC=C(CC1)C1=C(C=C(C=C1)OC)[N+](=O)[O-])C (1-(4,4-dimethylcyclohex-1-enyl)-4-methoxy-2-nitrobenzene), [Cl-].[NH4+] (ammonium chloride). As a reaction SMILES: [CH3:1][C:2]1([CH3:19])[CH2:7][CH2:6][C:5]([C:8]2[CH:13]=[CH:12][C:11]([O:14][CH3:15])=[CH:10][C:9]=2[N+:16]([O-])=O)=[CH:4][CH2:3]1.[Cl-].[NH4+]>C(O)C.[Cl-].[Na+].O.[Fe]>[CH3:1][C:2]1([CH3:19])[CH2:7][CH2:6][C:5]([C:8]2[CH:13]=[CH:12][C:11]([O:14][CH3:15])=[CH:10][C:9]=2[NH2:16])=[CH:4][CH2:3]1 |f:1.2,4.5.6|. Procedure details: To a solution of 1-(4,4-dimethylcyclohex-1-enyl)-4-methoxy-2-nitrobenzene (3.5 g, 13.4 mmol) prepared in Example (1c) in ethanol (30 mL) were added a solution (5 mL) of aqueous ammonium chloride (2.9 g, 54 mmol) and iron powder (1.5 g, 26.8 mmol), and the mixture was stirred at an external temperature of 90° C. for 1 hour and 30 minutes. The reaction mixture was passed through Celite, brine was added to the filtrate and the mixture was extracted with ethyl acetate. The organic layer was dried ov... Reactants: OC1(CCC(CC1)N1C[C@@H](CC1)NC(OC(C)(C)C)=O)C1=NC=CC=C1 (tert-butyl [(3R)-1-(4-hydroxy-4-pyridin-2-ylcyclohexyl)pyrrolidin-3-yl]carbamate), Cl (HCl). Solvent: O1CCOCC1 (1,4-dioxane). Reaction conditions: time 5 minute. Product: Cl.N[C@H]1CN(CC1)C1CCC(CC1)(O)C1=NC=CC=C1 (4-[(3R)-3-aminopyrrolidin-1-yl]-1-pyridin-2-ylcyclohexanol HCl salt). Yield: 99.0%. RXN SMILES: [OH:1][C:2]1([C:21]2[CH:26]=[CH:25][CH:24]=[CH:23][N:22]=2)[CH2:7][CH2:6][CH:5]([N:8]2[CH2:12][CH2:11][C@@H:10]([NH:13]C(=O)OC(C)(C)C)[CH2:9]2)[CH2:4][CH2:3]1.[ClH:27]>O1CCOCC1>[ClH:27].[NH2:13][C@@H:10]1[CH2:11][CH2:12][N:8]([CH:5]2[CH2:6][CH2:7][C:2]([C:21]3[CH:26]=[CH:25][CH:24]=[CH:23][N:22]=3)([OH:1])[CH2:3][CH2:4]2)[CH2:9]1 |f:3.4|. Procedure details: To tert-butyl [(3R)-1-(4-hydroxy-4-pyridin-2-ylcyclohexyl)pyrrolidin-3-yl]carbamate (50 mg, 0.14 mmol) was added 4.0 M HCl in 1,4-dioxane (3 mL) at rt. After being stirred for 5 minutes, the product was precipitated out. To the mixture was added methanol (0.6 mL) and the solution became mostly clear with some gummy material present. The reaction was completed after 2½ hours as judged by HPLC and LCMS. This resulting mixture was concentrated to give 4-[(3R)-3-aminopyrrolidin-1-yl]-1-pyridin-2-ylc... Starting materials: Cl (hydrochloric acid), resultant mixture, C1(=CC=CC=C1)S (Thiophenol), C(C)C1=CC=C2COC(C2=C1)=O (6-ethyl-3H-isobenzofuran-1-one), C(C)C1=CC=C2COC(C2=C1)=O (6-ethyl-3H-isobenzofuran-1-one), C([O-])([O-])=O.[K+].[K+] (potassium carbonate). Run in O (water), CN(C)C=O (DMF). Conditions: temperature 110 celsius. The product is C1(=CC=CC=C1)SCC1=C(C(=O)O)C=C(C=C1)CC (2-(phenylthiomethyl)-5-ethylbenzoic acid). Reaction SMILES: [C:1]1([SH:7])[CH:6]=[CH:5][CH:4]=[CH:3][CH:2]=1.[CH2:8]([C:10]1[CH:18]=[C:17]2[C:13]([CH2:14][O:15][C:16]2=[O:19])=[CH:12][CH:11]=1)[CH3:9].C(=O)([O-])[O-].[K+].[K+].Cl>CN(C=O)C.O>[C:1]1([S:7][CH2:14][C:13]2[CH:12]=[CH:11][C:10]([CH2:8][CH3:9])=[CH:18][C:17]=2[C:16]([OH:19])=[O:15])[CH:6]=[CH:5][CH:4]=[CH:3][CH:2]=1 |f:2.3.4|. Procedure: Thiophenol (0.128 ml) was added to a mixture of 6-ethyl-3H-isobenzofuran-1-one (Intermediate 18, 0.202 g) and potassium carbonate (0.344 g) in dry DMF (1.3 ml). The resultant mixture was stirred and heated at 110° C. for 2 hours. After cooling, the mixture was diluted with water and acidified by addition of hydrochloric acid (1M). The resultant solid was collected by filtration, washed with water and dried under vacuum to give 2-(phenylthiomethyl)-5-ethylbenzoic acid (0.288 g) as a white solid. Starting materials: CN, CCO, CCOC(=O)C(O)C(Cc1ccccc1)N1C(=O)c2ccccc2C1=O. The product is CCOC(=O)C(O)C(N)Cc1ccccc1. As a reaction SMILES: [CH3:27][NH2:28].[CH3:29][CH2:30][OH:31].[O:1]=[C:2]1[N:3]([CH:12]([CH:13]([C:14](=[O:15])[O:16][CH2:17][CH3:18])[OH:19])[CH2:20][c:21]2[cH:22][cH:23][cH:24][cH:25][cH:26]2)[C:10](=[O:11])[c:5]2[c:4]1[cH:9][cH:8][cH:7][cH:6]2>>[NH2:3][CH:12]([CH:13]([C:14](=[O:15])[O:16][CH2:17][CH3:18])[OH:19])[CH2:20][c:21]1[cH:22][cH:23][cH:24][cH:25][cH:26]1. Reactants: CSCCC(N)C(=O)OC(C)(C)C, O=C(O)c1cc(OC(Cn2ccnc2)c2ccc(F)cc2)ccc1CCc1ccc(F)cc1. Product: CSCCC(NC(=O)c1cc(OC(Cn2ccnc2)c2ccc(F)cc2)ccc1CCc1ccc(F)cc1)C(=O)OC(C)(C)C. Reaction SMILES: [C:34]([CH3:35])([CH3:36])([CH3:37])[O:38][C:39]([CH:40]([NH2:41])[CH2:42][CH2:43][S:44][CH3:45])=[O:46].[F:1][c:2]1[cH:3][cH:4][c:5]([CH:8]([CH2:9][n:10]2[cH:11][n:12][cH:13][cH:14]2)[O:15][c:16]2[cH:17][cH:18][c:19]([CH2:25][CH2:26][c:27]3[cH:28][cH:29][c:30]([F:33])[cH:31][cH:32]3)[c:20]([C:21](=[O:22])[OH:23])[cH:24]2)[cH:6][cH:7]1>>[F:1][c:2]1[cH:3][cH:4][c:5]([CH:8]([CH2:9][n:10]2[cH:11][n:12][cH:13][cH:14]2)[O:15][c:16]2[cH:17][cH:18][c:19]([CH2:25][CH2:26][c:27]3[cH:28][cH:29][c:30]([F:33])[cH:31][cH:32]3)[c:20]([C:21](=[O:22])[NH:41][CH:40]([C:39]([O:38][C:34]([CH3:35])([CH3:36])[CH3:37])=[O:46])[CH2:42][CH2:43][S:44][CH3:45])[cH:24]2)[cH:6][cH:7]1.